From a dataset of the Open Reaction Database (ORD), a public repository of structured organic reaction records. describe an organic reaction: reactants, conditions, products, and yield Starting materials: CCO, CCOC(=O)CN=[N+]=[N-], [Na]. Yields the product C=C(N=[N+]=[N-])C(=O)OCC. As a reaction SMILES: [CH3:11][CH2:12][OH:13].[N:1](=[N+:2]=[N-:3])[CH2:4][C:5](=[O:6])[O:7][CH2:8][CH3:9].[Na:10]>>[N:1](=[N+:2]=[N-:3])[C:4]([C:5](=[O:6])[O:7][CH2:8][CH3:9])=[CH2:11].